This data is from the Open Reaction Database (ORD), a public repository of structured organic reaction records. The task is: describe an organic reaction: reactants, conditions, products, and yield The reactants are NC1=C(C(=NO1)C1=CC=C(C=C1)OC(F)(F)F)C(=O)O (5-amino-3-(4-(trifluoromethoxy)phenyl)isoxazol-4-carboxylic acid), Cl.C(C)N=C=NCCCN(C)C (1-ethyl-3-(dimethylaminopropyl)carbodiimide hydrochloride), FC(C=1C=C(C=CC1)N1CCNCC1)(F)F (1-(3-(trifluoromethyl)phenyl)piperazine). Solvent: ClCCl (dichloromethane). The product is NC1=C(C(=NO1)C1=CC=C(C=C1)OC(F)(F)F)C(=O)N1CCN(CC1)C1=CC(=CC=C1)C(F)(F)F ((5-amino-3-(4-(trifluoromethoxy)phenyl)isoxazol-4-yl)(4-(3-(trifluoromethyl)phenyl)piperazine-1-yl)methanone). Yield: 64.7%. RXN SMILES: [NH2:1][C:2]1[O:6][N:5]=[C:4]([C:7]2[CH:12]=[CH:11][C:10]([O:13][C:14]([F:17])([F:16])[F:15])=[CH:9][CH:8]=2)[C:3]=1[C:18]([OH:20])=O.Cl.C(N=C=NCCCN(C)C)C.[F:33][C:34]([F:48])([F:47])[C:35]1[CH:36]=[C:37]([N:41]2[CH2:46][CH2:45][NH:44][CH2:43][CH2:42]2)[CH:38]=[CH:39][CH:40]=1>ClCCl>[NH2:1][C:2]1[O:6][N:5]=[C:4]([C:7]2[CH:12]=[CH:11][C:10]([O:13][C:14]([F:17])([F:15])[F:16])=[CH:9][CH:8]=2)[C:3]=1[C:18]([N:44]1[CH2:43][CH2:42][N:41]([C:37]2[CH:38]=[CH:39][CH:40]=[C:35]([C:34]([F:47])([F:48])[F:33])[CH:36]=2)[CH2:46][CH2:45]1)=[O:20] |f:1.2|. Procedure: In a similar manner as described in Example 1, by using dichloromethane (30 mL), 5-amino-3-(4-(trifluoromethoxy)phenyl)isoxazol-4-carboxylic acid (530 mg, 1.84 mmol), 1-ethyl-3-(dimethylaminopropyl)carbodiimide hydrochloride (388 mg, 2.02 mmol) and 1-(3-(trifluoromethyl)phenyl)piperazine (424 mg, 1.84 mmol), a white solid required compound (597 mg, 1.19 mmol, 65%) was obtained.